Dataset: the Open Reaction Database (ORD), a public repository of structured organic reaction records. Task: describe an organic reaction: reactants, conditions, products, and yield Reactants: C(C)OC1=C(C(=NC(=N1)N1CCNCC1)N1CCS(CC1)=O)[N+](=O)[O-] (6-ethoxy-5-nitro-4-(1-oxido-thiomorpholino)-2-piperazino-pyrimidine), C1(CCC(=O)O1)=O (succinic acid anhydride). Run in O1CCOCC1 (dioxane). Yields the product C(C)OC1=C(C(=NC(=N1)N1CCN(CC1)C(CCC(=O)O)=O)N1CCS(CC1)=O)[N+](=O)[O-] (N-[6-Ethoxy-5-nitro-4-(1-oxido-thiomorpholino)-pyrimidine-2-yl]-N'-(3-carboxy-propionyl)-piperazine). RXN SMILES: [CH2:1]([O:3][C:4]1[N:9]=[C:8]([N:10]2[CH2:15][CH2:14][NH:13][CH2:12][CH2:11]2)[N:7]=[C:6]([N:16]2[CH2:21][CH2:20][S:19](=[O:22])[CH2:18][CH2:17]2)[C:5]=1[N+:23]([O-:25])=[O:24])[CH3:2].[C:26]1(=[O:32])[O:31][C:29](=[O:30])[CH2:28][CH2:27]1>O1CCOCC1>[CH2:1]([O:3][C:4]1[N:9]=[C:8]([N:10]2[CH2:11][CH2:12][N:13]([C:26](=[O:32])[CH2:27][CH2:28][C:29]([OH:31])=[O:30])[CH2:14][CH2:15]2)[N:7]=[C:6]([N:16]2[CH2:17][CH2:18][S:19](=[O:22])[CH2:20][CH2:21]2)[C:5]=1[N+:23]([O-:25])=[O:24])[CH3:2]. Procedure details: 3.75 gm (0.01 mol) of 6-ethoxy-5-nitro-4-(1-oxido-thiomorpholino)-2-piperazino-pyrimidine (m.p. 223°-224°C) were refluxed together with 2.0 gm (0.02 mol) of freshly distilled succinic acid anhydride in 50 ml of dioxane for 1 hour. The reaction solution was then evaporated to dryness, and the solid residue was recrystallized from ethyl acetate/isopropanol. Yield: 2.0 gm (42.5% of theory); m.p. 198°-200°C. Starting materials: Fc1cc2cc(CCl)c(N3CCCC3C3CCC(CCOCc4ccccc4)CC3)nc2cc1F, CC(C)(C)[O-], [Cl-], Cn1nnc(NCc2cc(C(F)(F)F)cc(C(F)(F)F)c2)n1, [K+], [NH4+], CN(C)C=O. The product is Cn1nnc(N(Cc2cc(C(F)(F)F)cc(C(F)(F)F)c2)Cc2cc3cc(F)c(F)cc3nc2N2CCCC2C2CCC(CCOCc3ccccc3)CC2)n1. As a reaction SMILES: [CH2:1]([c:2]1[cH:3][cH:4][cH:5][cH:6][cH:7]1)[O:8][CH2:9][CH2:10][CH:11]1[CH2:12][CH2:13][CH:14]([CH:17]2[N:18]([c:22]3[n:23][c:24]4[cH:25][c:26]([F:35])[c:27]([F:34])[cH:28][c:29]4[cH:30][c:31]3[CH2:32][Cl:33])[CH2:19][CH2:20][CH2:21]2)[CH2:15][CH2:16]1.[CH3:58][C:59]([CH3:60])([O-:61])[CH3:62].[Cl-:64].[F:36][C:37]([c:38]1[cH:39][c:40]([CH2:41][NH:42][c:43]2[n:44][n:45][n:46]([CH3:48])[n:47]2)[cH:49][c:50]([C:52]([F:53])([F:54])[F:55])[cH:51]1)([F:56])[F:57].[K+:63].[NH4+:65].[O:66]=[CH:67][N:68]([CH3:69])[CH3:70]>>[CH2:1]([c:2]1[cH:3][cH:4][cH:5][cH:6][cH:7]1)[O:8][CH2:9][CH2:10][CH:11]1[CH2:12][CH2:13][CH:14]([CH:17]2[N:18]([c:22]3[n:23][c:24]4[cH:25][c:26]([F:35])[c:27]([F:34])[cH:28][c:29]4[cH:30][c:31]3[CH2:32][N:42]([CH2:41][c:40]3[cH:39][c:38]([C:37]([F:36])([F:56])[F:57])[cH:51][c:50]([C:52]([F:53])([F:54])[F:55])[cH:49]3)[c:43]3[n:44][n:45][n:46]([CH3:48])[n:47]3)[CH2:19][CH2:20][CH2:21]2)[CH2:15][CH2:16]1. The reactants are C(=O)(OC(C)(C)C)NCCC1=CC=CC=C1 (N-BOC-2-phenylethylamine), C(C)(=O)O (acetic acid). The reagents and catalysts are [Rh] (rhodium on alumina). Run in CO (methanol). Run at time 20 hour. Yields the product C(=O)(OC(C)(C)C)NCCC1CCCCC1 (N-BOC-2-cyclohexylethylamine). As a reaction SMILES: [C:1]([NH:8][CH2:9][CH2:10][C:11]1[CH:16]=[CH:15][CH:14]=[CH:13][CH:12]=1)([O:3][C:4]([CH3:7])([CH3:6])[CH3:5])=[O:2].C(O)(=O)C>CO.[Rh]>[C:1]([NH:8][CH2:9][CH2:10][CH:11]1[CH2:12][CH2:13][CH2:14][CH2:15][CH2:16]1)([O:3][C:4]([CH3:6])([CH3:7])[CH3:5])=[O:2]. Reported procedure: N-BOC-2-phenylethylamine (3.1 g) and 5% rhodium on alumina (1.1 g) are combined in methanol (40 ml) containing acetic acid (1.0 ml). The mixture is shaken under hydrogen at 50 psi for about 20 hours. The mixture is filtered, evaporated in vacuo, and the residue taken up into ethyl acetate. The organic solution is washed with water, 5% sodium bicarbonate solution, water, brine, dried over sodium sulfate, filtered, and evaporated in vacuo to give N-BOC-2-cyclohexylethylamine.